Dataset: the Open Reaction Database (ORD), a public repository of structured organic reaction records. Task: describe an organic reaction: reactants, conditions, products, and yield Starting materials: C=1C=CN2C1CN(C1=C(C2)C=CC=C1)C(=O)C1=CC=C(C(=O)N)C=C1 (4-(5H,11H-pyrrolo[2,1-c][1,4]benzodiazepine-10-carbonyl)-benzamide), COC(N(C)C)OC (dimethylformamide dimethylacetal). Run in ClCCl (dichloromethane). The product is CN(C)C=NC(C1=CC=C(C=C1)C(=O)N1CC=2N(CC3=C1C=CC=C3)C=CC2)=O (N-(Dimethylaminomethylene)-4-(5H,11H-pyrrolo[2,1-c][1,4]benzodiazepine-10-carbonyl)-benzamide). As a reaction SMILES: [CH:1]1[CH:2]=[CH:3][N:4]2[CH2:10][C:9]3[CH:11]=[CH:12][CH:13]=[CH:14][C:8]=3[N:7]([C:15]([C:17]3[CH:25]=[CH:24][C:20]([C:21]([NH2:23])=[O:22])=[CH:19][CH:18]=3)=[O:16])[CH2:6][C:5]=12.CO[CH:28](OC)[N:29]([CH3:31])[CH3:30]>ClCCl>[CH3:28][N:29]([CH:31]=[N:23][C:21](=[O:22])[C:20]1[CH:19]=[CH:18][C:17]([C:15]([N:7]2[C:8]3[CH:14]=[CH:13][CH:12]=[CH:11][C:9]=3[CH2:10][N:4]3[CH:3]=[CH:2][CH:1]=[C:5]3[CH2:6]2)=[O:16])=[CH:25][CH:24]=1)[CH3:30]. Procedure: A mixture of 4-(5H,11H-pyrrolo[2,1-c][1,4]benzodiazepine-10-carbonyl)-benzamide (1.25 g) from Example 45 and dimethylformamide dimethylacetal (20 ml) was refluxed for 4 hours and the volatiles removed in vacuo to give a solid. The solid was dissolved in dichloromethane and filtered through a short column of hydrous sodium magnesium silicate and further eluted with several volumes of dichloromethane. The combined organic phase was concentrated on a steam bath with the gradual addition of hexane u... The reactants are FC(OC1=CC=C(C=C1)N1C(C2(CC1)CCNCC2)=O)(F)F (2-(4-trifluoromethoxy-phenyl)-2,8-diaza-spiro[4.5]decan-1-one), O=C(OC(Cl)(Cl)Cl)Cl (diphosgene), C1(CCCCC1)NCC (cyclohexyl-ethyl-amine). Run at temperature 80 celsius, time 1 hour. The product is C1(CCCCC1)N(C(=O)N1CCC2(CCN(C2=O)C2=CC=C(C=C2)OC(F)(F)F)CC1)CC (1-Oxo-2-(4-trifluoromethoxy-phenyl)-2,8-diaza-spiro[4.5]decane-8-carboxylic acid cyclohexyl-ethyl-amide). Reaction SMILES: [F:1][C:2]([F:22])([F:21])[O:3][C:4]1[CH:9]=[CH:8][C:7]([N:10]2[CH2:14][CH2:13][C:12]3([CH2:19][CH2:18][NH:17][CH2:16][CH2:15]3)[C:11]2=[O:20])=[CH:6][CH:5]=1.O=C(Cl)[O:25][C:26](Cl)(Cl)Cl.[CH:31]1([NH:37][CH2:38][CH3:39])[CH2:36][CH2:35][CH2:34][CH2:33][CH2:32]1>>[CH:31]1([N:37]([CH2:38][CH3:39])[C:26]([N:17]2[CH2:16][CH2:15][C:12]3([C:11](=[O:20])[N:10]([C:7]4[CH:8]=[CH:9][C:4]([O:3][C:2]([F:1])([F:21])[F:22])=[CH:5][CH:6]=4)[CH2:14][CH2:13]3)[CH2:19][CH2:18]2)=[O:25])[CH2:36][CH2:35][CH2:34][CH2:33][CH2:32]1. Procedure: This material was prepared in analogy to example 251 step B) from 2-(4-trifluoromethoxy-phenyl)-2,8-diaza-spiro[4.5]decan-1-one, diphosgene and cyclohexyl-ethyl-amine. The reaction mixture was stirred for 1 h at room temperature, 2 h at 50° C. and 1 h at 80° C. before subjecting to work-up and purification. MS (ESI): 468.5 (MH+). Starting materials: ClC1=NC=C(C(=C1)NC1=C(C(=O)NC)C=CC=C1)Cl (2-[(2,5-dichloro-4-pyridinyl)amino]-N-methylbenzamide), CN1N=CC(=C1C)N (1,5-dimethyl-1H-pyrazol-4-amine), C=1C=CC(=CC1)P(C=2C=CC=CC2)C3=CC=C4C=CC=CC4=C3C5=C6C=CC=CC6=CC=C5P(C=7C=CC=CC7)C=8C=CC=CC8 (BINAP), C([O-])([O-])=O.[Cs+].[Cs+] (cesium carbonate). The reagents and catalysts are C(C)(=O)[O-].[Pd+2].C(C)(=O)[O-] (palladium(II) acetate). Run in O1CCOCC1 (1,4-dioxane). Reaction conditions: temperature 150 celsius. Yields the product ClC=1C(=CC(=NC1)NC=1C=NN(C1C)C)NC1=C(C(=O)NC)C=CC=C1 (2-({5-Chloro-2-[(1,5-dimethyl-1H-pyrazol-4-yl)amino]-4-pyridinyl}amino)-N-methylbenzamide). Yield: 11.5%. RXN SMILES: Cl[C:2]1[CH:7]=[C:6]([NH:8][C:9]2[CH:18]=[CH:17][CH:16]=[CH:15][C:10]=2[C:11]([NH:13][CH3:14])=[O:12])[C:5]([Cl:19])=[CH:4][N:3]=1.[CH3:20][N:21]1[C:25]([CH3:26])=[C:24]([NH2:27])[CH:23]=[N:22]1.C1C=CC(P(C2C(C3C(P(C4C=CC=CC=4)C4C=CC=CC=4)=CC=C4C=3C=CC=C4)=C3C(C=CC=C3)=CC=2)C2C=CC=CC=2)=CC=1.C(=O)([O-])[O-].[Cs+].[Cs+]>O1CCOCC1.C([O-])(=O)C.[Pd+2].C([O-])(=O)C>[Cl:19][C:5]1[C:6]([NH:8][C:9]2[CH:18]=[CH:17][CH:16]=[CH:15][C:10]=2[C:11]([NH:13][CH3:14])=[O:12])=[CH:7][C:2]([NH:27][C:24]2[CH:23]=[N:22][N:21]([CH3:20])[C:25]=2[CH3:26])=[N:3][CH:4]=1 |f:3.4.5,7.8.9|. Procedure details: To a 10 mL sealable tube was added 2-[(2,5-dichloro-4-pyridinyl)amino]-N-methylbenzamide (95 mg, 0.321 mmol), 1,5-dimethyl-1H-pyrazol-4-amine (35.7 mg, 0.321 mmol), BINAP (20 mg, 0.032 mmol), cesium carbonate (314 mg, 0.964 mmol), and palladium(II) acetate (7.21 mg, 0.032 mmol) in 1,4-dioxane (5 mL). The reaction vessel was sealed and heated at 150° C. for 1 hr. The reaction mixture was purified using a prep HPLC (0.1% formic acid, 5 to 95% water:acetonitrile). Fractions were combined and evapor... The reactants are C1(=CC=CC=C1)C1(CCC(CC1)=C)CNC(=O)C1=C(C=CC=C1)OC (1-phenyl-1-(3-(2-methoxyphenyl)-3-oxo-2-azaprop-1-yl)-4-methylidenecyclohexane). The reagents and catalysts are [Pd] (Pd/C). Solvent: CCOC(=O)C (EtOAc). Reaction conditions: time 2.5 hour. The product is CC1CCC(CC1)(CNC(=O)C1=C(C=CC=C1)OC)C1=CC=CC=C1 (1-Methyl-4-phenyl-4-(3-(2-methoxyphenyl)-3-oxo-2-azaprop-1-yl)-cyclohexane). As a reaction SMILES: [C:1]1([C:7]2([CH2:14][NH:15][C:16]([C:18]3[CH:23]=[CH:22][CH:21]=[CH:20][C:19]=3[O:24][CH3:25])=[O:17])[CH2:12][CH2:11][C:10](=[CH2:13])[CH2:9][CH2:8]2)[CH:6]=[CH:5][CH:4]=[CH:3][CH:2]=1>CCOC(C)=O.[Pd]>[CH3:13][CH:10]1[CH2:11][CH2:12][C:7]([C:1]2[CH:2]=[CH:3][CH:4]=[CH:5][CH:6]=2)([CH2:14][NH:15][C:16]([C:18]2[CH:23]=[CH:22][CH:21]=[CH:20][C:19]=2[O:24][CH3:25])=[O:17])[CH2:8][CH2:9]1. Procedure: A mixture of 1-phenyl-1-(3-(2-methoxyphenyl)-3-oxo-2-azaprop-1-yl)-4-methylidenecyclohexane (Example 165, 38 mg, 0.11 mmol) and Pd/C (10%, 16.7 mg) in 15 mL of EtOAc was shaken under 50 psi of H2 for 2.5 h. The mixture was filtered through a plug of celite, concentrated and the residue was purified by HPLC (Waters RCM, μ Porosil, 25 mm×10 cm) using a mixture of (5:4:1 hexane-methyl tert-butyl ether-acetonitrile:hexane, 2.0/8.9 mL/min) to afford the two isomers of the title compound. Reactants: C(C1=CC=CC=C1)C=1C(=C(C=2N(N1)C=CC2)C2=CC=C(C=C2)F)C(=O)OCC (ethyl 2-benzyl-4-(4-fluorophenyl)pyrrolo[1,2-b]pyridazine-3-carboxylate), ClN1C(CCC1=O)=O (N-chlorosuccinimide). Run in O1CCCC1 (tetrahydrofuran). Reaction conditions: temperature 20 celsius, time 2 hour. Product: C(C1=CC=CC=C1)C=1C(=C(C=2N(N1)C(=CC2)Cl)C2=CC=C(C=C2)F)C(=O)OCC (ethyl 2-benzyl-7-chloro-4-(4-fluorophenyl)pyrrolo[1,2-b]pyridazine-3-carboxylate). Isolated yield 35.8%. RXN SMILES: [CH2:1]([C:8]1[C:9]([C:24]([O:26][CH2:27][CH3:28])=[O:25])=[C:10]([C:17]2[CH:22]=[CH:21][C:20]([F:23])=[CH:19][CH:18]=2)[C:11]2[N:12]([CH:14]=[CH:15][CH:16]=2)[N:13]=1)[C:2]1[CH:7]=[CH:6][CH:5]=[CH:4][CH:3]=1.[Cl:29]N1C(=O)CCC1=O>O1CCCC1>[CH2:1]([C:8]1[C:9]([C:24]([O:26][CH2:27][CH3:28])=[O:25])=[C:10]([C:17]2[CH:22]=[CH:21][C:20]([F:23])=[CH:19][CH:18]=2)[C:11]2[N:12]([C:14]([Cl:29])=[CH:15][CH:16]=2)[N:13]=1)[C:2]1[CH:7]=[CH:6][CH:5]=[CH:4][CH:3]=1. Reported procedure: To a solution of ethyl 2-benzyl-4-(4-fluorophenyl)pyrrolo[1,2-b]pyridazine-3-carboxylate (730 mg) in tetrahydrofuran (10 ml) was added N-chlorosuccinimide (260 mg) and the mixture was stirred at 20° C. for 2 hours. The mixture was partitioned between ethyl acetate and water. The organic layer was separated, washed with aqueous sodium thiosulfate, water and brine, dried over magnesium sulfate, and evaporated. The residue was purified by silica gel column chromatograpy eluting with a mixture of to...